This data is from the Open Reaction Database (ORD), a public repository of structured organic reaction records. The task is: describe an organic reaction: reactants, conditions, products, and yield Starting materials: O1CC(C)(C)COC12CCCC2. The reagents and catalysts are N=1C=CC=C2C=CC=3C=CC(=NC3C12)C, O1B(OC(C)(C)C1(C)C)B2OC(C)(C)C(O2)(C)C, C[OH2+].C[OH2+].C1CC=CCCC=C1.C1CC=CCCC=C1.[Ir].[Ir]. The solvent is C1CCCCCCC1. Reaction conditions: temperature 100 celsius, time 20 hour. Yields the product O1B(OC(C)(C)C1(C)C)C2CCC3(OCC(C)(C)CO3)C2. The yield is 31.0%. The reactants are CCNc1ccc(N2CCN(Cc3ccccc3)CC2)cc1, CCO. Yields the product CCNc1ccc(N2CCNCC2)cc1. As a reaction SMILES: [CH2:1]([CH3:2])[NH:3][c:4]1[cH:5][cH:6][c:7]([N:10]2[CH2:11][CH2:12][N:13]([CH2:16][c:17]3[cH:18][cH:19][cH:20][cH:21][cH:22]3)[CH2:14][CH2:15]2)[cH:8][cH:9]1.[CH3:23][CH2:24][OH:25]>>[CH2:1]([CH3:2])[NH:3][c:4]1[cH:5][cH:6][c:7]([N:10]2[CH2:11][CH2:12][NH:13][CH2:14][CH2:15]2)[cH:8][cH:9]1. Starting materials: [N+](=O)([O-])C1=C(C(=O)N2CC2)C=CC=C1 (1-(2-nitrobenzoyl)aziridine), FC1=CC=C(C=C1)N1CNC(C12CCNCC2)=O (1-(4-fluorophenyl)-1,3,8-triazaspiro[4,5]decan-4-one), C1=CC=CC=C1 (benzene), CO (methanol), ClC(Cl)Cl (Trichloromethane). Yields the product Cl.FC1=CC=C(C=C1)N1CNC(C12CCN(CC2)CCNC(C2=C(C=CC=C2)[N+](=O)[O-])=O)=O (N-{2-[1-(4-fluorophenyl)-4-oxo1,3,8-triazaspiro[4,5]dec-8-yl]ethyl}-2-nitrobenzamide hydrochloride). RXN SMILES: [N+:1]([C:4]1[CH:14]=[CH:13][CH:12]=[CH:11][C:5]=1[C:6]([N:8]1[CH2:10][CH2:9]1)=[O:7])([O-:3])=[O:2].[F:15][C:16]1[CH:21]=[CH:20][C:19]([N:22]2[C:26]3([CH2:31][CH2:30][NH:29][CH2:28][CH2:27]3)[C:25](=[O:32])[NH:24][CH2:23]2)=[CH:18][CH:17]=1.C1C=CC=CC=1.CO.[Cl:41]C(Cl)Cl>>[ClH:41].[F:15][C:16]1[CH:21]=[CH:20][C:19]([N:22]2[C:26]3([CH2:27][CH2:28][N:29]([CH2:9][CH2:10][NH:8][C:6](=[O:7])[C:5]4[CH:11]=[CH:12][CH:13]=[CH:14][C:4]=4[N+:1]([O-:3])=[O:2])[CH2:30][CH2:31]3)[C:25](=[O:32])[NH:24][CH2:23]2)=[CH:18][CH:17]=1 |f:5.6|. Procedure: A mixture of 7.6 parts of 1-(2-nitrobenzoyl)aziridine, 9.97 parts of 1-(4-fluorophenyl)-1,3,8-triazaspiro[4,5]decan-4-one, 43.2 parts of benzene and 6.4 parts of methanol is stirred and refluxed for 1.50 hours. Trichloromethane is added and the whole is washed three times with water. The undissolved precipitate is filtered off and the organic phase is dried, filtered and evaporated. The residue is converted into the hydrochloride salt in 2-propanone and 2-propanol. The salt is filtered off and c... The reactants are ClC1=NC=NC2=CC(=C(C=C12)OC)OCCCN1CCOCC1 (4-chloro-6-methoxy-7-(3-morpholinopropoxy)quinazoline), Cl (hydrochloric acid), C(C(C)C)C1=NNC(C1)=O (3-isobutyl-4,5-dihydro-1H-pyrazol-5-one), C([O-])([O-])=O.[K+].[K+] (potassium carbonate). Solvent: CN(C)C=O (DMF), O (water), C(C)(=O)OCC (Ethyl acetate). Conditions: temperature 100 celsius. Yields the product C(C(C)C)C1=CC(=NN1)OC1=NC=NC2=CC(=C(C=C12)OC)OCCCN1CCOCC1 (4-(5-isobutylpyrazol-3-yloxy)-6-methoxy-7-(3-morpholinopropoxy)quinazoline). Isolated yield 0.0%. RXN SMILES: Cl[C:2]1[C:11]2[C:6](=[CH:7][C:8]([O:14][CH2:15][CH2:16][CH2:17][N:18]3[CH2:23][CH2:22][O:21][CH2:20][CH2:19]3)=[C:9]([O:12][CH3:13])[CH:10]=2)[N:5]=[CH:4][N:3]=1.[CH2:24]([C:28]1[CH2:32][C:31](=[O:33])[NH:30][N:29]=1)[CH:25]([CH3:27])[CH3:26].C(=O)([O-])[O-].[K+].[K+].Cl>CN(C=O)C.C(OCC)(=O)C.O>[CH2:24]([C:28]1[NH:29][N:30]=[C:31]([O:33][C:2]2[C:11]3[C:6](=[CH:7][C:8]([O:14][CH2:15][CH2:16][CH2:17][N:18]4[CH2:23][CH2:22][O:21][CH2:20][CH2:19]4)=[C:9]([O:12][CH3:13])[CH:10]=3)[N:5]=[CH:4][N:3]=2)[CH:32]=1)[CH:25]([CH3:27])[CH3:26] |f:2.3.4|. Procedure details: A suspension of 4-chloro-6-methoxy-7-(3-morpholinopropoxy)quinazoline (150 mg, 0.44 mol), (prepared as described for the starting material in Example 2), and 3-isobutyl-4,5-dihydro-1H-pyrazol-5-one (75 mg, 0.53 mol), (Org. Synth. 1976, 55, 73), in DMF (2 ml) containing potassium carbonate (92 mg, 0.67 mol) was heated at 100° C. for 2.5 hours. After cooling, water was added and the aqueous layer was adjusted to pH6.5 with 2M hydrochloric acid. Ethyl acetate was added. The organic layer was separa... Starting materials: C(=O)CN(C(=O)C1=NC=CC=C1C(C1=CC=C(C=C1)C)=O)C (N-formylmethyl-N-methyl-3-(4-methylbenzoyl)-2pyridinecarboxamide), N12CCCCCC2=NCCC1 (1,8-diazabicyclo [5.4.0]undec-7-ene). Solvent: C1(=CC=CC=C1)C (toluene). Reaction conditions: time 30 minute. The product is CN1C(C2=NC=CC=C2C(=C1C=O)C1=CC=C(C=C1)C)=O (7,8-dihydro-7-methyl-5-(4-methylphenyl)-8-oxo-6-pyrido[3,4-b]pyridinecarboxaldehyde). Yield: 70.3%. As a reaction SMILES: [CH:1]([CH2:3][N:4]([CH3:22])[C:5]([C:7]1[C:12]([C:13](=O)[C:14]2[CH:19]=[CH:18][C:17]([CH3:20])=[CH:16][CH:15]=2)=[CH:11][CH:10]=[CH:9][N:8]=1)=[O:6])=[O:2].N12CCCN=C1CCCCC2>C1(C)C=CC=CC=1>[CH3:22][N:4]1[C:3]([CH:1]=[O:2])=[C:13]([C:14]2[CH:19]=[CH:18][C:17]([CH3:20])=[CH:16][CH:15]=2)[C:12]2[C:7](=[N:8][CH:9]=[CH:10][CH:11]=2)[C:5]1=[O:6]. Procedure details: A mixture of the compound obtained in Step 4 (3.0 g), toluene (60 ml) and 1,8-diazabicyclo [5.4.0]undec-7-ene (0.3 ml) was stirred for 30 minutes under reflux. The mixture was cooled, and the crystals separated were collected by filtration, washed with ethyl ether to give 7,8-dihydro-7-methyl-5-(4-methylphenyl)-8-oxo-6-pyrido[3,4-b]pyridinecarboxaldehyde as pale yellow crystals (1.98 g). The reactants are CC(C)(C)NS(=O)(=O)c1ccc(-c2cccc(-c3nc(-c4ccc(C(F)(F)F)cc4)cc(C(F)F)n3)c2)s1, ClCCl, O=C(O)C(F)(F)F. Product: NS(=O)(=O)c1ccc(-c2cccc(-c3nc(-c4ccc(C(F)(F)F)cc4)cc(C(F)F)n3)c2)s1. As a reaction SMILES: [C:1]([CH3:2])([CH3:3])([CH3:4])[NH:5][S:6](=[O:7])(=[O:8])[c:9]1[s:10][c:11](-[c:14]2[cH:15][c:16](-[c:20]3[n:21][c:22](-[c:29]4[cH:30][cH:31][c:32]([C:35]([F:36])([F:37])[F:38])[cH:33][cH:34]4)[cH:23][c:24]([CH:26]([F:27])[F:28])[n:25]3)[cH:17][cH:18][cH:19]2)[cH:12][cH:13]1.[Cl:46][CH2:47][Cl:48].[F:39][C:40]([F:41])([F:42])[C:43]([OH:44])=[O:45]>>[NH2:5][S:6](=[O:7])(=[O:8])[c:9]1[s:10][c:11](-[c:14]2[cH:15][c:16](-[c:20]3[n:21][c:22](-[c:29]4[cH:30][cH:31][c:32]([C:35]([F:36])([F:37])[F:38])[cH:33][cH:34]4)[cH:23][c:24]([CH:26]([F:27])[F:28])[n:25]3)[cH:17][cH:18][cH:19]2)[cH:12][cH:13]1.